From a dataset of the Open Reaction Database (ORD), a public repository of structured organic reaction records. describe an organic reaction: reactants, conditions, products, and yield The solvent is CO (methanol). Procedure details: A solution of 0.180 g of (E)-2′-(D-alanyl)-2(R)-[1(RS)-[(tetrahydro-2(RS)-pyranyloxy)carbamoyl]-4-(2-thienyl)-3-butenyl]-2′-isobutyl-4-methylvalerohydrazide in 5 ml of methanol was treated with 0.077 g of p-toluenesulphonic acid monohydrate. The mixture was stirred at room temperature for 2 hours and evaporated. The residue was purified by column chromatography on silica gel, using dichloromethane/methanol (95:5) for the elution, to give 0.056 g of (E)-2′-(D-alanyl)-2(R)-[1(RS)-(hydroxycarbamoyl... The yield is 36.9%. The reactants are N[C@H](C)C(=O)N(NC([C@H](CC(C)C)C(C\C=C\C=1SC=CC1)C(NOC1OCCCC1)=O)=O)CC(C)C ((E)-2′-(D-alanyl)-2(R)-[1(RS)-[(tetrahydro-2(RS)-pyranyloxy)carbamoyl]-4-(2-thienyl)-3-butenyl]-2′-isobutyl-4-methylvalerohydrazide), O.C1(=CC=C(C=C1)S(=O)(=O)O)C (p-toluenesulphonic acid monohydrate). Run at time 2 hour. Reaction SMILES: [NH2:1][C@@H:2]([C:4]([N:6]([CH2:34][CH:35]([CH3:37])[CH3:36])[NH:7][C:8](=[O:33])[C@@H:9]([CH:14]([C:23](=[O:32])[NH:24][O:25]C1CCCCO1)[CH2:15]/[CH:16]=[CH:17]/[C:18]1[S:19][CH:20]=[CH:21][CH:22]=1)[CH2:10][CH:11]([CH3:13])[CH3:12])=[O:5])[CH3:3].O.C1(C)C=CC(S(O)(=O)=O)=CC=1>CO>[NH2:1][C@@H:2]([C:4]([N:6]([CH2:34][CH:35]([CH3:37])[CH3:36])[NH:7][C:8](=[O:33])[C@@H:9]([CH:14]([C:23](=[O:32])[NH:24][OH:25])[CH2:15]/[CH:16]=[CH:17]/[C:18]1[S:19][CH:20]=[CH:21][CH:22]=1)[CH2:10][CH:11]([CH3:13])[CH3:12])=[O:5])[CH3:3] |f:1.2|. Yields the product N[C@H](C)C(=O)N(NC([C@H](CC(C)C)C(C\C=C\C=1SC=CC1)C(NO)=O)=O)CC(C)C ((E)-2′-(D-alanyl)-2(R)-[1(RS)-(hydroxycarbamoyl)-4-(2-thienyl)-3-butenyl]-2′-isobutyl-4-methylvalerohydrazide).